From a dataset of the Open Reaction Database (ORD), a public repository of structured organic reaction records. describe an organic reaction: reactants, conditions, products, and yield The reactants are ClC1=C2C=CC(=CC2=CC=C1O)C#N (5-chloro-6-hydroxynaphthalene-2-carbonitrile), C(=O)([O-])[O-].[K+].[K+] (K2CO3), BrCCNC(OC(C)(C)C)=O (tert-butyl (2-bromoethyl)carbamate). Solvent: CC(=O)C (acetone). Yields the product ClC1=C(C=CC2=CC(=CC=C12)C#N)OCCNC(OC(C)(C)C)=O (tert-butyl {2-[(1-chloro-6-cyanonaphthalen-2-yl)oxy]ethyl}carbamate). Isolated yield 81.0%. Reaction SMILES: [Cl:1][C:2]1[C:11]([OH:12])=[CH:10][CH:9]=[C:8]2[C:3]=1[CH:4]=[CH:5][C:6]([C:13]#[N:14])=[CH:7]2.C([O-])([O-])=O.[K+].[K+].Br[CH2:22][CH2:23][NH:24][C:25](=[O:31])[O:26][C:27]([CH3:30])([CH3:29])[CH3:28]>CC(C)=O>[Cl:1][C:2]1[C:3]2[C:8](=[CH:7][C:6]([C:13]#[N:14])=[CH:5][CH:4]=2)[CH:9]=[CH:10][C:11]=1[O:12][CH2:22][CH2:23][NH:24][C:25](=[O:31])[O:26][C:27]([CH3:30])([CH3:29])[CH3:28] |f:1.2.3|. Reported procedure: To a solution of 5-chloro-6-hydroxynaphthalene-2-carbonitrile (1.5 mmol) and K2CO3 (3 mmol) in acetone was added tert-butyl (2-bromoethyl)carbamate (2.1 mmol). The resulting mixture was heated at reflux overnight. After TLC control (n-hexane/ethyl acetate 65:35), solvent was evaporated in vacuo and the residue was dissolved in 15 mL of ethyl acetate and washed with water (3×5 mL), brine (10 mL) and dried over Na2SO4. The evaporation of solvent afforded tert-butyl {2-[(1-chloro-6-cyanonaphthalen-...